From a dataset of the Open Reaction Database (ORD), a public repository of structured organic reaction records. describe an organic reaction: reactants, conditions, products, and yield Product: BrC1=CC=C(C=C1)CCCC(=S)N (4-(4-bromophenyl) thiobutyramide). Procedure: To a solution of 4-(4-bromophenyl)butyramide (1.653 g, 6.827 mmol) in toluene (35 mL) was added Lawesson's reagent (1.381 g, 3.414 mmol). The reaction was refluxed overnight, cooled to room temperature, and concentrated yielding an orange oil. Flash chromatography of this oil (1:1 hexane:methylene chloride with 1% acetic acid) yielded 4-(4-bromophenyl) thiobutyramide as off-white needles (0.196 g): mp 104°-105° C. 1H NMR (DMSO-d6) 300 mHz δ9.33 (br s, 1H), 9.12 (br s, 1H), 7.44 (d, J=8.11 Hz, 2H... Yield: 22.2%. As a reaction SMILES: [Br:1][C:2]1[CH:7]=[CH:6][C:5]([CH2:8][CH2:9][CH2:10][C:11]([NH2:13])=O)=[CH:4][CH:3]=1.COC1C=CC(P2(SP(C3C=CC(OC)=CC=3)(=S)S2)=[S:23])=CC=1.CCCCCC.C(Cl)Cl>C1(C)C=CC=CC=1.C(O)(=O)C>[Br:1][C:2]1[CH:7]=[CH:6][C:5]([CH2:8][CH2:9][CH2:10][C:11]([NH2:13])=[S:23])=[CH:4][CH:3]=1. The reactants are BrC1=CC=C(C=C1)CCCC(=O)N (4-(4-bromophenyl)butyramide), COC=1C=CC(=CC1)P2(=S)SP(=S)(S2)C=3C=CC(=CC3)OC (Lawesson's reagent), CCCCCC (hexane), C(Cl)Cl (methylene chloride). Run in C1(=CC=CC=C1)C (toluene), C(C)(=O)O (acetic acid). The reactants are COCOc1c(-c2ccccc2)c(C)cc2cc(OC)ccc12, Cl. Product: COc1ccc2c(O)c(-c3ccccc3)c(C)cc2c1. As a reaction SMILES: [CH3:1][c:2]1[c:3](-[c:18]2[cH:19][cH:20][cH:21][cH:22][cH:23]2)[c:4]([O:14][CH2:15][O:16][CH3:17])[c:5]2[cH:6][cH:7][c:8]([O:12][CH3:13])[cH:9][c:10]2[cH:11]1.[ClH:24]>>[CH3:1][c:2]1[c:3](-[c:18]2[cH:19][cH:20][cH:21][cH:22][cH:23]2)[c:4]([OH:14])[c:5]2[cH:6][cH:7][c:8]([O:12][CH3:13])[cH:9][c:10]2[cH:11]1.